From a dataset of the Open Reaction Database (ORD), a public repository of structured organic reaction records. describe an organic reaction: reactants, conditions, products, and yield The reactants are C(C)C(CC=1OC2=C(N1)C=C(C=C2)C=CC(=O)OCC)(C)CC (ethyl 3-[2-(2,2-diethylpropyl)benzoxazol-5-yl]propenoate). The reagents and catalysts are [Pd] (Pd). The solvent is C(C)O (ethanol). Run at time 6 hour. Yields the product CC(CC=1OC2=C(N1)C=C(C=C2)CCC(=O)OCC)(C)C (ethyl 3-[2-(2,2-dimethylpropyl)benzoxazol-5-yl]propanoate). Yield: 92.4%. Reaction SMILES: [CH2:1]([C:3]([CH2:22]C)([CH3:21])[CH2:4][C:5]1[O:6][C:7]2[CH:13]=[CH:12][C:11]([CH:14]=[CH:15][C:16]([O:18][CH2:19][CH3:20])=[O:17])=[CH:10][C:8]=2[N:9]=1)C>C(O)C.[Pd]>[CH3:1][C:3]([CH3:21])([CH3:22])[CH2:4][C:5]1[O:6][C:7]2[CH:13]=[CH:12][C:11]([CH2:14][CH2:15][C:16]([O:18][CH2:19][CH3:20])=[O:17])=[CH:10][C:8]=2[N:9]=1. Reported procedure: A solution of ethyl 3-[2-(2,2-diethylpropyl)benzoxazol-5-yl]propenoate (0.500 g, 0.00174 mol) in ethanol (30 ml) was hydrogenated at 4.0 bar (4×105 Nm−2) over 5% Pd on C for 4 hours at room temperature and then at 5.5 bar (5.5×105 Nm−2) for 6 hours. The catalyst was removed by filtration and the filtrate was evaporated in vacuo. The residue was purified by flash column chromatography on silica gel, eluting with ethyl acetate:dichloromethane 3:97, to give ethyl 3-[2-(2,2-dimethylpropyl)benzoxazol... Starting materials: [BH4-], CC(=O)O, Nc1cccc2c1CN(C1CC(O)C(=O)NC1=O)C2=O, [Na+], O=Cc1ccco1. Product: O=C1NC(=O)C(N2Cc3c(NCc4ccco4)cccc3C2=O)CC1O. As a reaction SMILES: [BH4-:28].[CH3:30][C:31](=[O:32])[OH:33].[NH2:1][c:2]1[c:3]2[c:7]([cH:8][cH:9][cH:10]1)[C:6](=[O:11])[N:5]([CH:12]1[C:13](=[O:20])[NH:14][C:15](=[O:19])[CH:16]([OH:18])[CH2:17]1)[CH2:4]2.[Na+:29].[o:21]1[c:22]([CH:26]=[O:27])[cH:23][cH:24][cH:25]1>>[NH:1]([c:2]1[c:3]2[c:7]([cH:8][cH:9][cH:10]1)[C:6](=[O:11])[N:5]([CH:12]1[C:13](=[O:20])[NH:14][C:15](=[O:19])[CH:16]([OH:18])[CH2:17]1)[CH2:4]2)[CH2:26][c:22]1[o:21][cH:25][cH:24][cH:23]1. Starting materials: C(=O)OCC (ethyl formate), O=C1CCN(CCC1)C(=O)OC(C)(C)C (1,1-Dimethylethyl 4-oxohexahydro-1H-azepine-1-carboxylate), solution, C(C)(C)[N-]C(C)C.[Li+] (lithium diisopropylamide). As a reaction SMILES: [O:1]=[C:2]1[CH2:8][CH2:7][CH2:6][N:5]([C:9]([O:11][C:12]([CH3:15])([CH3:14])[CH3:13])=[O:10])[CH2:4][CH2:3]1.C([N-]C(C)C)(C)C.[Li+].[CH:24](OCC)=[O:25]>O1CCCC1>[CH:24]([CH:8]1[C:2](=[O:1])[CH2:3][CH2:4][N:5]([C:9]([O:11][C:12]([CH3:15])([CH3:14])[CH3:13])=[O:10])[CH2:6][CH2:7]1)=[O:25] |f:1.2|. Solvent: O1CCCC1 (tetrahydrofuran), O1CCCC1 (tetrahydrofuran). Yields the product C(=O)C1CCN(CCC1=O)C(=O)OC(C)(C)C (1,1-Dimethylethyl 4-formyl-5-oxohexahydro-1H-azepine-1-carboxylate). Procedure details: 1,1-Dimethylethyl 4-oxohexahydro-1H-azepine-1-carboxylate (commercially available from e.g. Magic Chemicals) (2.0 g, 9.4 mmol) in tetrahydrofuran at −78° C. was treated with a 2M solution of lithium diisopropylamide (4.7 ml, 9.4 mmol) in tetrahydrofuran. After 20 minutes neat ethyl formate (0.7 g, 9.4 mmol) was added and the reaction mixture was allowed to warm to room temperature. After 2 hours the reaction was quenched, poured into water and extracted several times with ethyl acetate. The comb... Reactants: C(C)(C)(C)OC(NC1=C(C=C(C(=C1)N(C)C)C(F)(F)F)N)=O ((2-amino-5-dimethylamino-4-trifluoromethyl-phenyl)-carbamic acid tert.-butyl ester), C(C)(C)(C)OC(CC(C1=CC(=CC=C1)N1N=CN=C1)=O)=O (3-oxo-3-(3-[1,2,4]triazol-1-yl-phenyl)-propionic acid tert.-butyl ester). Yields the product C(C)(C)(C)OC(NC1=C(C=C(C(=C1)N(C)C)C(F)(F)F)NC(CC(C1=CC(=CC=C1)N1N=CN=C1)=O)=O)=O ({5-Dimethylamino-2-[3-oxo-3-(3-[1,2,4]triazol-1-yl-phenyl)-propionylamino]-4-trifluoromethyl-phenyl}-carbamic acid tert.-butyl ester), solid. Reaction SMILES: [C:1]([O:5][C:6](=[O:22])[NH:7][C:8]1[CH:13]=[C:12]([N:14]([CH3:16])[CH3:15])[C:11]([C:17]([F:20])([F:19])[F:18])=[CH:10][C:9]=1[NH2:21])([CH3:4])([CH3:3])[CH3:2].C([O:27][C:28](=O)[CH2:29][C:30](=[O:42])[C:31]1[CH:36]=[CH:35][CH:34]=[C:33]([N:37]2[CH:41]=[N:40][CH:39]=[N:38]2)[CH:32]=1)(C)(C)C>>[C:1]([O:5][C:6](=[O:22])[NH:7][C:8]1[CH:13]=[C:12]([N:14]([CH3:16])[CH3:15])[C:11]([C:17]([F:20])([F:19])[F:18])=[CH:10][C:9]=1[NH:21][C:28](=[O:27])[CH2:29][C:30](=[O:42])[C:31]1[CH:36]=[CH:35][CH:34]=[C:33]([N:37]2[CH:41]=[N:40][CH:39]=[N:38]2)[CH:32]=1)([CH3:4])([CH3:2])[CH3:3]. Procedure details: The title compound was prepared from (2-amino-5-dimethylamino-4-trifluoromethyl-phenyl)-carbamic acid tert.-butyl ester (Example J6) and 3-oxo-3-(3-[1,2,4]triazol-1-yl-phenyl)-propionic acid tert.-butyl ester [CAS-No. 335255-88-4] according to the general procedure M. Obtained as a light red solid (502 mg).